This data is from the Open Reaction Database (ORD), a public repository of structured organic reaction records. The task is: describe an organic reaction: reactants, conditions, products, and yield Reactants: COCCO (2-methoxyethanol), CC(C)OC(=O)/N=N/C(=O)OC(C)C (diisopropylazodicarboxylate), C1(=CC=CC=C1)P(C1=CC=CC=C1)C1=CC=CC=C1 (triphenylphosphine), COC(=O)C1=CNC(C(=C1)Br)=O (5-Bromo-1,6-dihydro-6-oxo-3-pyridinecarboxylic acid methyl ester). Run in C1CCOC1 (THF). Reaction conditions: time 1 hour. Yields the product COC(C1=CN=C(C(=C1)Br)OCCOC)=O (5-Bromo-6-(2-methoxy-ethoxy)-nicotinic Acid Methyl Ester). The yield is 45.9%. Reaction SMILES: [CH3:1][O:2][C:3]([C:5]1[CH:10]=[C:9]([Br:11])[C:8](=[O:12])[NH:7][CH:6]=1)=[O:4].[CH3:13][O:14][CH2:15][CH2:16]O.CC(OC(/N=N/C(OC(C)C)=O)=O)C.C1(P(C2C=CC=CC=2)C2C=CC=CC=2)C=CC=CC=1>C1COCC1>[CH3:1][O:2][C:3](=[O:4])[C:5]1[CH:10]=[C:9]([Br:11])[C:8]([O:12][CH2:16][CH2:15][O:14][CH3:13])=[N:7][CH:6]=1. Procedure details: 5-Bromo-1,6-dihydro-6-oxo-3-pyridinecarboxylic acid methyl ester (15 g, 65 mmol, CA 381247-99-0) was suspended in THF (500 mL). To this suspension was added with stirring 2-methoxyethanol (7.1 mL, 97 mmol), diisopropylazodicarboxylate (21.5 mL, 97 mmol) and triphenylphosphine (25.4 g, 97 mmol). This mixture was stirred for 1 h at room temperature and the solvent was removed in vacuo. The residue was purified by flash chromatography on silica (heptane/ethylacetate, 2:1) to give the title compound... Reactants: [Al+3], [H-], [H-], [H-], [H-], [Li+], C1CCOC1, [N-]=[N+]=NCC(O)COCCCCCCc1ccccc1. Yields the product NCC(O)COCCCCCCc1ccccc1. As a reaction SMILES: [Al+3:22].[H-:21].[H-:24].[H-:25].[H-:26].[Li+:23].[O:27]1[CH2:28][CH2:29][CH2:30][CH2:31]1.[c:1]1([CH2:7][CH2:8][CH2:9][CH2:10][CH2:11][CH2:12][O:13][CH2:14][CH:15]([CH2:16][N:17]=[N+:18]=[N-:19])[OH:20])[cH:2][cH:3][cH:4][cH:5][cH:6]1>>[c:1]1([CH2:7][CH2:8][CH2:9][CH2:10][CH2:11][CH2:12][O:13][CH2:14][CH:15]([CH2:16][NH2:17])[OH:20])[cH:2][cH:3][cH:4][cH:5][cH:6]1. Reactants: CC(C)C(Br)C(=O)N1CCC(c2ccc(Cl)cc2)CC1, CC#N, [K+], [K+], O=C([O-])[O-], c1ccc(-c2nn[nH]n2)cc1. Product: CC(C)C(C(=O)N1CCC(c2ccc(Cl)cc2)CC1)n1nnc(-c2ccccc2)n1. Reaction SMILES: [Br:1][CH:2]([C:3](=[O:4])[N:5]1[CH2:6][CH2:7][CH:8]([c:11]2[cH:12][cH:13][c:14]([Cl:17])[cH:15][cH:16]2)[CH2:9][CH2:10]1)[CH:18]([CH3:19])[CH3:20].[CH3:38][C:39]#[N:40].[K+:21].[K+:22].[O-:23][C:24]([O-:25])=[O:26].[c:27]1(-[c:33]2[n:34][n:35][nH:36][n:37]2)[cH:28][cH:29][cH:30][cH:31][cH:32]1>>[CH:2]([C:3](=[O:4])[N:5]1[CH2:6][CH2:7][CH:8]([c:11]2[cH:12][cH:13][c:14]([Cl:17])[cH:15][cH:16]2)[CH2:9][CH2:10]1)([CH:18]([CH3:19])[CH3:20])[n:35]1[n:34][c:33](-[c:27]2[cH:28][cH:29][cH:30][cH:31][cH:32]2)[n:37][n:36]1. The reactants are CCCCn1c(=O)n(Cc2cc([N+](=O)[O-])ccc2F)c(=O)c2c1nc(Cc1ccc(NC(C)=O)cc1)n2COC(=O)C(C)(C)C, CO. Product: CCCCn1c(=O)n(Cc2cc(N)ccc2F)c(=O)c2c1nc(Cc1ccc(NC(C)=O)cc1)n2COC(=O)C(C)(C)C. Reaction SMILES: [C:1]([CH3:2])(=[O:3])[NH:4][c:5]1[cH:6][cH:7][c:8]([CH2:9][c:10]2[n:11][c:12]3[n:13]([CH2:40][CH2:41][CH2:42][CH3:43])[c:14](=[O:39])[n:15]([CH2:28][c:29]4[c:30]([F:38])[cH:31][cH:32][c:33]([N+:35]([O-:36])=[O:37])[cH:34]4)[c:16](=[O:27])[c:17]3[n:18]2[CH2:19][O:20][C:21]([C:22]([CH3:23])([CH3:24])[CH3:25])=[O:26])[cH:44][cH:45]1.[CH3:46][OH:47]>>[C:1]([CH3:2])(=[O:3])[NH:4][c:5]1[cH:6][cH:7][c:8]([CH2:9][c:10]2[n:11][c:12]3[n:13]([CH2:40][CH2:41][CH2:42][CH3:43])[c:14](=[O:39])[n:15]([CH2:28][c:29]4[c:30]([F:38])[cH:31][cH:32][c:33]([NH2:35])[cH:34]4)[c:16](=[O:27])[c:17]3[n:18]2[CH2:19][O:20][C:21]([C:22]([CH3:23])([CH3:24])[CH3:25])=[O:26])[cH:44][cH:45]1. Run in O (water). Procedure: A solution of 2-(cis-4-(5-bromo-2-(2,5-dimethyl-1H-pyrrol-1-yl)-6-methylpyrimidin-4-ylamino)cyclohexyloxy)ethanol (1.23 g, 2.91 mmol) and hydroxylamine hydrochloride (1.01 g, 14.5 mmol) in 10:1 ethanol:water (22.0 mL) was heated to reflux overnight. The reaction mixture was concentrated and the residue was purified by flash chromatography eluting with chloroform/7 N ammonia in methanol (0-4%) to afford the title compound (697 mg, 70%). Starting materials: BrC=1C(=NC(=NC1C)N1C(=CC=C1C)C)N[C@H]1CC[C@H](CC1)OCCO (2-(cis-4-(5-bromo-2-(2,5-dimethyl-1H-pyrrol-1-yl)-6-methylpyrimidin-4-ylamino)cyclohexyloxy)ethanol), Cl.NO (hydroxylamine hydrochloride), C(C)O (ethanol). As a reaction SMILES: [Br:1][C:2]1[C:3]([NH:16][C@@H:17]2[CH2:22][CH2:21][C@H:20]([O:23][CH2:24][CH2:25][OH:26])[CH2:19][CH2:18]2)=[N:4][C:5]([N:9]2C(C)=CC=C2C)=[N:6][C:7]=1[CH3:8].Cl.NO.C(O)C>O>[NH2:9][C:5]1[N:4]=[C:3]([NH:16][C@@H:17]2[CH2:18][CH2:19][C@H:20]([O:23][CH2:24][CH2:25][OH:26])[CH2:21][CH2:22]2)[C:2]([Br:1])=[C:7]([CH3:8])[N:6]=1 |f:1.2|. Yield: 69.4%. The product is NC1=NC(=C(C(=N1)N[C@H]1CC[C@H](CC1)OCCO)Br)C (2-(cis-4-(2-Amino-5-bromo-6-methylpyrimidin-4-ylamino)cyclohexyloxy)ethanol). Reactants: P(=O)(Cl)(Cl)Cl (phosphorous oxychloride), CN(C1=CC=CC=C1)C (N,N-dimethylaniline), OC1=NC(=C2C(N1)=CC=C2)O (2,4-dihydroxycyclopenta[d]pyrimidine), ice water, ClCCl (dichloromethane). Yields the product ClC1=NC(=C2C(N1)=CC=C2)Cl (2,4-dichlorocyclopenta[d]pyrimidine). The yield is 15.0%. Reaction SMILES: P(Cl)(Cl)([Cl:3])=O.CN(C)C1C=CC=CC=1.O[C:16]1[NH:21][C:20]2=[CH:22][CH:23]=[CH:24][C:19]2=C(O)[N:17]=1.Cl[CH2:27][Cl:28]>>[Cl:3][C:16]1[NH:21][C:20]2=[CH:22][CH:23]=[CH:24][C:19]2=[C:27]([Cl:28])[N:17]=1. Procedure details: A mixture solution of phosphorous oxychloride(49 ml), N,N-dimethylaniline(8.0 ml) and 2,4-dihydroxycyclopenta[d]pyrimidine(15.4 g, 0.1 mol) prepared in the above Step 2 was heated to reflux for 3 hours and cooled to a room temperature. After the reaction mixture was diluted with dichloromethane, the diluted solution was added to ice water, while maintaining the temperature of the reaction system below 10° C. The reaction mixture was extracted with dichloromethane, dried over anhydrous sodium sul... Starting materials: N#Cc1ccc(C=O)cc1, C1CCNCC1, CC(=O)CC(=O)NCC=Cc1ccccc1, O, Cc1ccc(S(=O)(=O)O)cc1, c1ccccc1. The product is CC(=O)C(=Cc1ccc(C#N)cc1)C(=O)NCC=Cc1ccccc1. Reaction SMILES: [C:17](#[N:18])[c:19]1[cH:20][cH:21][c:22]([CH:23]=[O:24])[cH:25][cH:26]1.[CH2:27]1[CH2:28][CH2:29][NH:30][CH2:31][CH2:32]1.[O:1]=[C:2]([CH2:3][C:4](=[O:5])[NH:6][CH2:7][CH:8]=[CH:9][c:10]1[cH:11][cH:12][cH:13][cH:14][cH:15]1)[CH3:16].[OH2:50].[c:33]1([CH3:34])[cH:35][cH:36][c:37]([S:38]([OH:39])(=[O:40])=[O:41])[cH:42][cH:43]1.[cH:44]1[cH:45][cH:46][cH:47][cH:48][cH:49]1>>[O:1]=[C:2]([C:3]([C:4](=[O:5])[NH:6][CH2:7][CH:8]=[CH:9][c:10]1[cH:11][cH:12][cH:13][cH:14][cH:15]1)=[CH:23][c:22]1[cH:21][cH:20][c:19]([C:17]#[N:18])[cH:26][cH:25]1)[CH3:16].